Dataset: the Open Reaction Database (ORD), a public repository of structured organic reaction records. Task: describe an organic reaction: reactants, conditions, products, and yield Procedure: Into a 1 liter flask purged with dry nitrogen, there is introduced 210 ml of anhydrous methanol followed by 63.2 g of aluminium triisobutyl over thirty minutes. The resulting solution is refluxed for one hour. After cooling, the solution is introduced into an autoclave with 6.5 g of 5.3% palladium on carbon. 58.8 g (0.30 mole) of methyl[2-n-propyl-3-keto-cyclopent-1-en-1-yl]-acetate is added. The autoclave is closed, shaken to homogenise the mass and heated to 40°C. Hydrogen is then introduced u... The yield is 73.6%. The reactants are COC(CC1=C(C(CC1)=O)CCC)=O (methyl[2-n-propyl-3-keto-cyclopent-1-en-1-yl]-acetate), [H][H] (Hydrogen), [H][H] (hydrogen). Yields the product C(CC)C1C(CCC1=O)CC(=O)OC (methyl [2-n-propyl-3-keto-cyclopent-1-yl]-acetate). Reaction conditions: temperature 40 celsius. As a reaction SMILES: [CH3:1][O:2][C:3](=[O:14])[CH2:4][C:5]1[CH2:9][CH2:8][C:7](=[O:10])[C:6]=1[CH2:11][CH2:12][CH3:13].[H][H]>>[CH2:11]([CH:6]1[C:7](=[O:10])[CH2:8][CH2:9][CH:5]1[CH2:4][C:3]([O:2][CH3:1])=[O:14])[CH2:12][CH3:13]. The reactants are [Cl-].[Cl-].[Cl-].[Al+3] (Aluminium trichloride), ClC1=CN=NC2=CC(=CC=C12)OC (4-chloro-7-methoxycinnoline). Reaction SMILES: [Cl-].[Cl-].[Cl-].[Al+3].[Cl:5][C:6]1[C:15]2[C:10](=[CH:11][C:12]([O:16]C)=[CH:13][CH:14]=2)[N:9]=[N:8][CH:7]=1>C1C=CC=CC=1>[Cl:5][C:6]1[C:15]2[C:10](=[CH:11][C:12]([OH:16])=[CH:13][CH:14]=2)[N:9]=[N:8][CH:7]=1 |f:0.1.2.3|. Yield: 53.6%. Run in C1=CC=CC=C1 (benzene). Procedure: Aluminium trichloride (2.6 g, 19 mmol) was added in portions to a suspension of 4-chloro-7-methoxycinnoline (0.9 g, 3.8 mmol), (J. Chem. Soc. 1955, 2100), in benzene (15 ml) and the mixture was heated at reflux for 1 hour. The solvent was removed by evaporation and the residue was partitioned between ice/water and ethyl acetate. Aqueous saturated sodium chloride solution was added and the organic layer was separated. The organic layer was washed with brine, dried (MgSO4) and the solvent removed ... The product is ClC1=CN=NC2=CC(=CC=C12)O (4-chloro-7-hydroxycinnoline). Reactants: [H-].[Al+3].[Li+].[H-].[H-].[H-] (lithium aluminium hydride), [OH-].[Na+] (sodium hydroxide), CC1=C(C=NCCN=CC2=C(C=CC=C2)C)C=CC=C1 (N,N'-di-(o-methylbenzylidene)-ethylenediamine), O (water). The solvent is O1CCCC1 (tetrahydrofuran), O1CCCC1 (tetrahydrofuran). The product is CC1=C(CNCCNCC2=C(C=CC=C2)C)C=CC=C1 (N,N'-di-(o-methylbenzyl)-ethylenediamine). As a reaction SMILES: [CH3:1][C:2]1[CH:20]=[CH:19][CH:18]=[CH:17][C:3]=1[CH:4]=[N:5][CH2:6][CH2:7][N:8]=[CH:9][C:10]1[CH:15]=[CH:14][CH:13]=[CH:12][C:11]=1[CH3:16].[H-].[Al+3].[Li+].[H-].[H-].[H-].O.[OH-].[Na+]>O1CCCC1>[CH3:16][C:11]1[CH:12]=[CH:13][CH:14]=[CH:15][C:10]=1[CH2:9][NH:8][CH2:7][CH2:6][NH:5][CH2:4][C:3]1[CH:17]=[CH:18][CH:19]=[CH:20][C:2]=1[CH3:1] |f:1.2.3.4.5.6,8.9|. Procedure details: 5.3 g of N,N'-di-(o-methylbenzylidene)-ethylenediamine, dissolved in 75 ml of tetrahydrofuran, are added dropwise to a suspension of 2.0 g of lithium aluminium hydride in 30 ml of tetrahydrofuran. The mixture is heated under reflux for 30 minutes, the excess of reducing agent is decomposed with water while cooling with ice, the whole is poured into 200 ml of sodium hydroxide solution (10% by weight) and extracted 3 times by shaking with 150 ml of diethyl ether each time. From the combined diethy... Reactants: CC(C)(C)OC(=O)NCc1ccc(-c2cnc3cc(-c4ccc(F)nc4)ccn23)cc1, CN1CCNCC1, CS(C)=O, [K+], [K+], O=C([O-])[O-]. Product: CN1CCN(c2ccc(-c3ccn4c(-c5ccc(CNC(=O)OC(C)(C)C)cc5)cnc4c3)cn2)CC1. RXN SMILES: [C:1]([CH3:2])([CH3:3])([CH3:4])[O:5][C:6]([NH:7][CH2:8][c:9]1[cH:10][cH:11][c:12](-[c:15]2[cH:16][n:17][c:18]3[n:19]2[cH:20][cH:21][c:22](-[c:24]2[cH:25][n:26][c:27]([F:30])[cH:28][cH:29]2)[cH:23]3)[cH:13][cH:14]1)=[O:31].[CH3:32][N:33]1[CH2:34][CH2:35][NH:36][CH2:37][CH2:38]1.[CH3:45][S:46]([CH3:47])=[O:48].[K+:39].[K+:40].[O-:41][C:42]([O-:43])=[O:44]>>[C:1]([CH3:2])([CH3:3])([CH3:4])[O:5][C:6]([NH:7][CH2:8][c:9]1[cH:10][cH:11][c:12](-[c:15]2[cH:16][n:17][c:18]3[n:19]2[cH:20][cH:21][c:22](-[c:24]2[cH:25][n:26][c:27]([N:36]4[CH2:35][CH2:34][N:33]([CH3:32])[CH2:38][CH2:37]4)[cH:28][cH:29]2)[cH:23]3)[cH:13][cH:14]1)=[O:31]. Starting materials: NC1CC1, ClCCl, O=C(Cl)C=C1CCc2c(F)cc(F)cc21. The product is O=C(C=C1CCc2c(F)cc(F)cc21)NC1CC1. Reaction SMILES: [CH:16]1([NH2:19])[CH2:17][CH2:18]1.[Cl:20][CH2:21][Cl:22].[F:1][c:2]1[c:3]2[c:7]([cH:8][c:9]([F:11])[cH:10]1)[C:6](=[CH:12][C:13](=[O:14])[Cl:15])[CH2:5][CH2:4]2>>[F:1][c:2]1[c:3]2[c:7]([cH:8][c:9]([F:11])[cH:10]1)[C:6](=[CH:12][C:13](=[O:14])[NH:19][CH:16]1[CH2:17][CH2:18]1)[CH2:5][CH2:4]2. Reactants: FC1=C(C=CC(=C1)I)NC=1C(=C2N(C(C1C)=O)CCS2)NS(=O)(=O)C2(CC2)COCC2=CC=CC=C2 (1-benzyloxymethyl-cyclopropanesulfonic acid [7-(2-fluoro-4-iodo-phenylamino)-6-methyl-5-oxo-2,3-dihydro-5H-thiazolo[3,2-a]pyridin-8-yl]-amide), C(C)S (ethane thiol). Conditions: temperature 40 celsius, time 6 hour. Yields the product FC1=C(C=CC(=C1)I)NC=1C(=C2N(C(C1C)=O)CCS2)NS(=O)(=O)C2(CC2)CO (1-Hydroxymethyl-cyclopropanesulfonic acid [7-(2-fluoro-4-iodo-phenylamino)-6-methyl-5-oxo-2,3-dihydro-5H-thiazolo[3,2-a]pyridin-8-yl]-amide). Isolated yield 56.5%. RXN SMILES: [F:1][C:2]1[CH:7]=[C:6]([I:8])[CH:5]=[CH:4][C:3]=1[NH:9][C:10]1[C:11]([NH:21][S:22]([C:25]2([CH2:28][O:29]CC3C=CC=CC=3)[CH2:27][CH2:26]2)(=[O:24])=[O:23])=[C:12]2[S:20][CH2:19][CH2:18][N:13]2[C:14](=[O:17])[C:15]=1[CH3:16].C(S)C>>[F:1][C:2]1[CH:7]=[C:6]([I:8])[CH:5]=[CH:4][C:3]=1[NH:9][C:10]1[C:11]([NH:21][S:22]([C:25]2([CH2:28][OH:29])[CH2:27][CH2:26]2)(=[O:24])=[O:23])=[C:12]2[S:20][CH2:19][CH2:18][N:13]2[C:14](=[O:17])[C:15]=1[CH3:16]. Procedure: Using the same reaction conditions and workup as described for the preparation of Example 21A, 1-benzyloxymethyl-cyclopropanesulfonic acid [7-(2-fluoro-4-iodo-phenylamino)-6-methyl-5-oxo-2,3-dihydro-5H-thiazolo[3,2-a]pyridin-8-yl]-amide (0.2 g, 0.321 mmol) was reacted with BF3OEt2(0.79 mL, 6.24 mmol) and ethane thiol (0.2 mL, 3.21 mmol). The resulting mixture was stirred at 40° C. for 6 hours. Purification by column chromatography on silica gel (2% MeOH in CHCl3) afforded 100 mg of the product (... The reactants are FC(C(CC#N)=O)(F)F (4,4,4-Trifluoro-3-oxobutanenitrile), CC1=NNC2=CC=C(C=C12)C=O (3-methyl-1H-indazole-5-carbaldehyde), NC(=CC#N)C1=NC(=CC=C1)C(F)(F)F (3-Amino-3-[6-(trifluoromethyl)pyridin-2-yl]prop-2-enenitrile), C(C)(=O)O (acetic acid). Solvent: C(CCCC)O (n-pentanol), O (water). Run at temperature 130 celsius, time 1 hour. Product: CC1=NNC2=CC=C(C=C12)C1C(=C(NC(=C1C#N)C(F)(F)F)C1=NC(=CC=C1)C(F)(F)F)C#N (4-(3-Methyl-1H-indazol-5-yl)-6,6′-bis(trifluoromethyl)-1,4-dihydro-2,2′-bipyridine-3,5-dicarbonitrile). RXN SMILES: [CH3:1][C:2]1[C:10]2[C:5](=[CH:6][CH:7]=[C:8]([CH:11]=O)[CH:9]=2)[NH:4][N:3]=1.[F:13][C:14]([F:21])([F:20])[C:15](=O)[CH2:16][C:17]#[N:18].[NH2:22][C:23]([C:27]1[CH:32]=[CH:31][CH:30]=[C:29]([C:33]([F:36])([F:35])[F:34])[N:28]=1)=[CH:24][C:25]#[N:26].C(O)(=O)C>C(O)CCCC.O>[CH3:1][C:2]1[C:10]2[C:5](=[CH:6][CH:7]=[C:8]([CH:11]3[C:16]([C:17]#[N:18])=[C:15]([C:14]([F:21])([F:20])[F:13])[NH:22][C:23]([C:27]4[CH:32]=[CH:31][CH:30]=[C:29]([C:33]([F:36])([F:34])[F:35])[N:28]=4)=[C:24]3[C:25]#[N:26])[CH:9]=2)[NH:4][N:3]=1. Reported procedure: A solution of 150 mg (0.936 mmol) 3-methyl-1H-indazole-5-carbaldehyde (Example 1A) in n-pentanol (4 ml) containing powdered 4 Å molecular sieve was treated with 128 mg (0.936 mmol) 4,4,4-trifluoro-3-oxobutanenitrile (Example 8A) and stirred at 130° C. for 1 h. Then, 94 mg (0.44 mmol) 3-amino-3-[6-(trifluoromethyl)pyridin-2-yl]prop-2-enenitrile (Example 7A) and acetic acid (1.2 ml) were added, and the mixture was stirred at 130° C. for further 15 min. Upon cooling, water (6 ml) was added, the mix... Reactants: BrC1=CC(=C(C=C1)C(C(C(F)(F)F)(O)C=1C=C(C2=C(N(C(CO2)=O)C)C1)F)C)Cl (6-[2-(4-bromo-2-chloro-phenyl)-1-hydroxy-1-trifluoromethyl-propyl]-8-fluoro-4-methyl-4H-benzo[1,4]oxazin-3-one), FC=1C=C(C=CC1C(=O)OC)B(O)O (3-fluoro-4-methoxycarbonylphenylboronic acid). Yields the product COC(=O)C1=C(C=C(C=C1)C1=CC(=C(C=C1)C(C(C(F)(F)F)(O)C=1C=C(C2=C(N(C(CO2)=O)C)C1)F)C)Cl)F (3′-Chloro-3-fluoro-4′-[3,3,3-trifluoro-2-(8-fluoro-4-methyl-3-oxo-3,4-dihydro-2H-benzo[1,4]oxazin-6-yl)-2-hydroxy-1-methyl-propyl]-biphenyl-4-carboxylic acid methyl ester). RXN SMILES: Br[C:2]1[CH:7]=[CH:6][C:5]([CH:8]([CH3:28])[C:9]([C:15]2[CH:16]=[C:17]([F:27])[C:18]3[O:23][CH2:22][C:21](=[O:24])[N:20]([CH3:25])[C:19]=3[CH:26]=2)([OH:14])[C:10]([F:13])([F:12])[F:11])=[C:4]([Cl:29])[CH:3]=1.[F:30][C:31]1[CH:32]=[C:33](B(O)O)[CH:34]=[CH:35][C:36]=1[C:37]([O:39][CH3:40])=[O:38]>>[CH3:40][O:39][C:37]([C:36]1[CH:35]=[CH:34][C:33]([C:2]2[CH:7]=[CH:6][C:5]([CH:8]([CH3:28])[C:9]([C:15]3[CH:16]=[C:17]([F:27])[C:18]4[O:23][CH2:22][C:21](=[O:24])[N:20]([CH3:25])[C:19]=4[CH:26]=3)([OH:14])[C:10]([F:13])([F:12])[F:11])=[C:4]([Cl:29])[CH:3]=2)=[CH:32][C:31]=1[F:30])=[O:38]. Procedure details: In analogy to Example 17, step 2, 6-[2-(4-bromo-2-chloro-phenyl)-1-hydroxy-1-trifluoromethyl-propyl]-8-fluoro-4-methyl-4H-benzo[1,4]oxazin-3-one was reacted with 3-fluoro-4-methoxycarbonylphenylboronic acid to give the title compound as a colorless foam. MS (m/e)=570.3 [M+H+]. Reactants: C1(=CC=CC=C1)CC(=O)O (phenyl acetic acid), C1(=CC=CC=C1)CC(=O)O (phenylacetic acid), ON1C(CCC1=O)=O (N-hydroxysuccinimide), carboxy, Cl.C(C)(C)(C)OC([C@@H](N)CCC(N)=O)=O (L-glutamine t-butyl ester hydrochloride), N[C@@H](CCC(N)=O)C(=O)O (glutamine), lower alkyl, C1(CCCCC1)N=C=NC1CCCCC1 (dicyclohexylcarbodiimide). Run in CN(C=O)C (dimethylformamide), C(C)N(CC)CC (triethylamine). The product is C(C)(C)(C)OC([C@@H](NC(CC1=CC=CC=C1)=O)CCC(N)=O)=O (phenylacetylglutamine t-butyl ester). As a reaction SMILES: [C:1]1([CH2:7][C:8]([OH:10])=O)[CH:6]=[CH:5][CH:4]=[CH:3][CH:2]=1.N[C@H](C(O)=O)CCC(=O)N.ON1C(=O)CCC1=O.C1(N=C=NC2CCCCC2)CCCCC1.Cl.[C:45]([O:49][C:50](=[O:58])[C@H:51]([CH2:53][CH2:54][C:55](=[O:57])[NH2:56])[NH2:52])([CH3:48])([CH3:47])[CH3:46]>CN(C)C=O.C(N(CC)CC)C>[C:45]([O:49][C:50](=[O:58])[C@H:51]([CH2:53][CH2:54][C:55](=[O:57])[NH2:56])[NH:52][C:8](=[O:10])[CH2:7][C:1]1[CH:2]=[CH:3][CH:4]=[CH:5][CH:6]=1)([CH3:48])([CH3:46])[CH3:47] |f:4.5|. Procedure: As shown in reaction scheme I, (FIG. 1) phenylacetic acid 1 (1250 mg; 1.84 mmol) was coupled to a protected glutamine 4 (protected in this case by a lower alkyl such as t-butyl group) by first dissolving the phenyl acetic acid in anhydrous dimethylformamide (8 ml). N-hydroxysuccinimide 2 (254 mg; 2.2 mmol) was added followed by addition of dicyclohexylcarbodiimide (456 mg; 2.2 mmol) to produce N-succinimidphenylacetate 3. The reaction mixture was stirred for ten hours and precipitated dicyclohex...